From a dataset of the Open Reaction Database (ORD), a public repository of structured organic reaction records. describe an organic reaction: reactants, conditions, products, and yield Starting materials: C(C)OC([C@@H](NC([C@@H](NC(=O)OCC1=CC=CC=C1)C)=O)CC1=CC=CC=C1)=O (carbobenzoxy-L-alanyl-L-phenylalanine ethyl ester), Br (HBr), C(C)OCC (ethyl ether). Solvent: C(C)(=O)O (acetic acid). Conditions: time 1 hour. Yields the product C(C)OC([C@@H](NC([C@@H](N)C)=O)CC1=CC=CC=C1)=O.Br (L-alanyl-L-phenylalanine ethyl ester·HBr). Reaction SMILES: [CH2:1]([O:3][C:4](=[O:29])[C@H:5]([CH2:22][C:23]1[CH:28]=[CH:27][CH:26]=[CH:25][CH:24]=1)[NH:6][C:7](=[O:21])[C@H:8]([CH3:20])[NH:9]C(OCC1C=CC=CC=1)=O)[CH3:2].C(OCC)C.[BrH:35]>C(O)(=O)C>[CH2:1]([O:3][C:4](=[O:29])[C@H:5]([CH2:22][C:23]1[CH:24]=[CH:25][CH:26]=[CH:27][CH:28]=1)[NH:6][C:7](=[O:21])[C@H:8]([CH3:20])[NH2:9])[CH3:2].[BrH:35] |f:4.5|. Reported procedure: Synthesis of p-hydroxybenzoyl-L-alanyl-L-phenylalanine: 0.1 g (0.1 mol) of triethylamine was added to a suspension of 23.0 g (0.1 mol) of L-phenylalanine ethyl ester·HCl in 500 ml of dichloromethane, and to this mixture in an ice bath was added 22.3 g (0.1 mol) of carbobenzoxy-L-alanine, and then 19.2 g (0.1 mol) of 1-ethyl-3(3-dimethyaminopropyl) carbodiimide·HCl was added to the mixture. This mixture was stirred for three hours. This reaction mixture was washed with a 0.1% aqueous solution of ...